From a dataset of the Open Reaction Database (ORD), a public repository of structured organic reaction records. describe an organic reaction: reactants, conditions, products, and yield Starting materials: BrBr, Cc1ccccc1C(=O)O, [Fe], O. The product is Cc1ccc(Br)cc1C(=O)O. RXN SMILES: [Br:11][Br:12].[CH3:1][c:2]1[cH:3][cH:4][cH:5][cH:6][c:7]1[C:8]([OH:9])=[O:10].[Fe:13].[OH2:14]>>[CH3:1][c:2]1[cH:3][cH:4][c:5]([Br:11])[cH:6][c:7]1[C:8]([OH:9])=[O:10]. Starting materials: [Cl-], CC(Oc1cc(Oc2ccc(C(F)(F)F)cc2Cl)ccc1[N+](=O)[O-])C(=O)O, N#CCc1ccc(Cl)cc1Cl, Cl, C1CCOC1. Product: CC(Oc1cc(Oc2ccc(C(F)(F)F)cc2Cl)ccc1[N+](=O)[O-])C(=O)C(C#N)c1ccc(Cl)cc1Cl. RXN SMILES: [Cl-:12].[Cl:13][c:14]1[c:15]([O:16][c:17]2[cH:18][cH:19][c:20]([N+:29](=[O:30])[O-:31])[c:21]([O:22][CH:23]([C:24](=[O:25])[OH:26])[CH3:27])[cH:28]2)[cH:32][cH:33][c:34]([C:36]([F:37])([F:38])[F:39])[cH:35]1.[Cl:1][c:2]1[c:3]([CH2:9][C:10]#[N:11])[cH:4][cH:5][c:6]([Cl:8])[cH:7]1.[ClH:40].[O:41]1[CH2:42][CH2:43][CH2:44][CH2:45]1>>[Cl:1][c:2]1[c:3]([CH:9]([C:10]#[N:11])[C:24]([CH:23]([O:22][c:21]2[c:20]([N+:29](=[O:30])[O-:31])[cH:19][cH:18][c:17]([O:16][c:15]3[c:14]([Cl:13])[cH:35][c:34]([C:36]([F:37])([F:38])[F:39])[cH:33][cH:32]3)[cH:28]2)[CH3:27])=[O:25])[cH:4][cH:5][c:6]([Cl:8])[cH:7]1. Starting materials: ClC1=C(C=CC(=C1)Cl)B(O)O (2,4-dichlorophenyl boronic acid), BrC=1C=C2[C@H]3[C@@H](N4C2=C(C1)CSCC4)CCN(C3)C(=O)OC(C)(C)C (tert-butyl (7bR,11aS)-6-bromo-1,2,7b,10,11,11a-hexahydro-4H-pyrido[4,3-b][1,4]thiazepino[6,5,4-hi]indole-9(8H)-carboxylate). Product: ClC1=C(C=CC(=C1)Cl)C=1C=C2[C@H]3[C@@H](N4C2=C(C1)CSCC4)CCNC3 ((7bR,11aS)-6-(2,4-dichlorophenyl)-1,2,7b,8,9,10,11,11a-octahydro-4H-pyrido[4,3-b][1,4]thiazepino[6,5,4-hi]indole). As a reaction SMILES: [Cl:1][C:2]1[CH:7]=[C:6]([Cl:8])[CH:5]=[CH:4][C:3]=1B(O)O.Br[C:13]1[CH:14]=[C:15]2[C:19]3=[C:20]([CH2:22][S:23][CH2:24][CH2:25][N:18]3[C@H:17]3[CH2:26][CH2:27][N:28](C(OC(C)(C)C)=O)[CH2:29][C@@H:16]23)[CH:21]=1>>[Cl:1][C:2]1[CH:7]=[C:6]([Cl:8])[CH:5]=[CH:4][C:3]=1[C:13]1[CH:14]=[C:15]2[C:19]3=[C:20]([CH2:22][S:23][CH2:24][CH2:25][N:18]3[C@H:17]3[CH2:26][CH2:27][NH:28][CH2:29][C@@H:16]23)[CH:21]=1. Procedure details: Using 2,4-dichlorophenyl boronic acid and following the procedures described in EXAMPLE 9, tert-butyl (7bR,11aS)-6-bromo-1,2,7b,10,11,11a-hexahydro-4H-pyrido[4,3-b][1,4]thiazepino[6,5,4-hi]indole-9(8H)-carboxylate was converted into the title compound of EXAMPLE 13. 1H NMR (CDCl3, 300 MHz): δ 7.19 (m, 3H), 6.93 (s, 1H), 6.83 (s, 1H), 3.78 (m, 2H), 3.59 (m, 1H), 3.41 (m, 1H), 3.19 (m, 2H), 3.0 (m, 2H), 2.82 (m, 4H), 2.58 (m, 1H), 1.80 (m, 2H) LRMS (ES+): 391 (M+H)+. Starting materials: CC(=O)O, N#Cc1ccc(N)cc1I, O=C1C=CC(=O)O1. As a reaction SMILES: [CH3:18][C:19](=[O:20])[OH:21].[NH2:1][c:2]1[cH:3][c:4]([I:10])[c:5]([C:6]#[N:7])[cH:8][cH:9]1.[O:11]=[C:12]1[O:13][C:14](=[O:15])[CH:16]=[CH:17]1>>[N:1]1([c:2]2[cH:3][c:4]([I:10])[c:5]([C:6]#[N:7])[cH:8][cH:9]2)[C:12](=[O:11])[CH:17]=[CH:16][C:14]1=[O:13]. The product is N#Cc1ccc(N2C(=O)C=CC2=O)cc1I. Starting materials: [I-].C(C1=CC=CC=C1)[N+]1(CC2=CC(=C(C=C2C1)OC)OC)C (N-benzyl-5,6-dimethoxy-N-methylisoindolinium iodide), [H][H] (hydrogen). The reagents and catalysts are [C].[Pd] (palladium carbon). The solvent is CO (methanol). The product is COC=1C=C2CN(CC2=CC1OC)C (5,6-Dimethoxy-N-methylisoindoline). Reaction SMILES: [I-].[CH2:2]([N+:9]1(C)[CH2:17][C:16]2[C:11](=[CH:12][C:13]([O:20][CH3:21])=[C:14]([O:18][CH3:19])[CH:15]=2)[CH2:10]1)C1C=CC=CC=1.[H][H]>CO.[C].[Pd]>[CH3:19][O:18][C:14]1[CH:15]=[C:16]2[C:11](=[CH:12][C:13]=1[O:20][CH3:21])[CH2:10][N:9]([CH3:2])[CH2:17]2 |f:0.1,4.5|. Reported procedure: 1.0 g (2.43 mmol) of N-benzyl-5,6-dimethoxy-N-methylisoindolinium iodide was dissolved in 40 ml of a 50% methanol aqueous solution, and 300 mg of a 10% palladium carbon catalyst was added. Then, the catalytic reduction was conducted at 50° C. for 6 hours in a hydrogen gas stream. After filtering off the catalyst, methanol was distilled off under reduced pressure, and the residual solution was adjusted to strongly alkaline by an addition of a 50% sodium hydroxide aqueous solution. Then, the solut... Starting materials: CCCC[N+](CCCC)(CCCC)Cc1ccccc1, [Cl-], CC(Cl)n1cccn1, COc1ncnc(OC)c1NC(=O)CCl, ClCCl, Cl, [Na+], [OH-]. Product: COc1ncnc(OC)c1N(C(=O)CCl)C(C)n1cccn1. As a reaction SMILES: [CH2:31]([N+:32]([CH2:33][CH2:34][CH2:35][CH3:36])([CH2:37][CH2:38][CH2:39][CH3:40])[CH2:41][CH2:42][CH2:43][CH3:44])[c:45]1[cH:46][cH:47][cH:48][cH:49][cH:50]1.[Cl-:30].[Cl:19][CH:20]([CH3:21])[n:22]1[n:23][cH:24][cH:25][cH:26]1.[Cl:1][CH2:2][C:3](=[O:4])[NH:5][c:6]1[c:7]([O:14][CH3:15])[n:8][cH:9][n:10][c:11]1[O:12][CH3:13].[Cl:27][CH2:28][Cl:29].[ClH:18].[Na+:17].[OH-:16]>>[Cl:1][CH2:2][C:3](=[O:4])[N:5]([c:6]1[c:7]([O:14][CH3:15])[n:8][cH:9][n:10][c:11]1[O:12][CH3:13])[CH:20]([CH3:21])[n:22]1[n:23][cH:24][cH:25][cH:26]1.